This data is from the Open Reaction Database (ORD), a public repository of structured organic reaction records. The task is: describe an organic reaction: reactants, conditions, products, and yield Reactants: CC(=O)O, ClCc1nc(-c2ccccc2)cs1, [H-], [Na+], CN(C)C=O, O, O=C1NC(=O)C(Cc2ccc(O)cc2)S1. Product: O=C1NC(=O)C(Cc2ccc(OCc3nc(-c4ccccc4)cs3)cc2)S1. RXN SMILES: [CH3:37][C:38](=[O:39])[OH:40].[Cl:18][CH2:19][c:20]1[s:21][cH:22][c:23](-[c:25]2[cH:26][cH:27][cH:28][cH:29][cH:30]2)[n:24]1.[H-:1].[Na+:2].[O:32]=[CH:33][N:34]([CH3:35])[CH3:36].[OH2:31].[OH:3][c:4]1[cH:5][cH:6][c:7]([CH2:8][CH:9]2[C:10](=[O:15])[NH:11][C:12](=[O:14])[S:13]2)[cH:16][cH:17]1>>[O:3]([c:4]1[cH:5][cH:6][c:7]([CH2:8][CH:9]2[C:10](=[O:15])[NH:11][C:12](=[O:14])[S:13]2)[cH:16][cH:17]1)[CH2:19][c:20]1[s:21][cH:22][c:23](-[c:25]2[cH:26][cH:27][cH:28][cH:29][cH:30]2)[n:24]1. Starting materials: CC(=O)O, CCCN, ClCCCl, O=C1CC=C(c2c[nH]c3cc([N+](=O)[O-])ccc23)CC1, [Na+], [OH-]. Product: CCCNC1CC=C(c2c[nH]c3cc([N+](=O)[O-])ccc23)CC1. As a reaction SMILES: [C:20]([OH:21])(=[O:22])[CH3:23].[CH2:24]([CH2:25][CH3:26])[NH2:27].[Cl:30][CH2:31][CH2:32][Cl:33].[N+:1](=[O:2])([O-:3])[c:4]1[cH:5][cH:6][c:7]2[c:8]([C:13]3=[CH:14][CH2:15][C:16](=[O:19])[CH2:17][CH2:18]3)[cH:9][nH:10][c:11]2[cH:12]1.[Na+:29].[OH-:28]>>[N+:1](=[O:2])([O-:3])[c:4]1[cH:5][cH:6][c:7]2[c:8]([C:13]3=[CH:14][CH2:15][CH:16]([NH:27][CH2:24][CH2:25][CH3:26])[CH2:17][CH2:18]3)[cH:9][nH:10][c:11]2[cH:12]1. Reported procedure: To a stirred solution of the triphosphate (8.4) (5 mg, 0.05 mmol) in 0.2M Na2CO3-NaHCO3 buffer (800 μpH 8.5) was added an anhydrous DMF solution (600 μl) of the N-hydroxysuccinimidyl ester of 5-carboxyfluorescein (10 mg, 0.02 mmol) at room temperature and stirring continued overnight. After evaporating the reaction mixture under reduced pressure, the yellow coloured residue obtained was dissolved in a minimum amount of 1:1 aqueous methanol, loaded on a glass column (40 cm×2 cm) packed up to 20 c... Starting materials: [O-]P([O-])(=O)OP(=O)([O-])OP(=O)([O-])[O-] (triphosphate), CN(C)C=O (DMF), N-hydroxysuccinimidyl ester, C1=CC2=C(C=C1C(=O)O)C(=O)OC23C4=C(C=C(C=C4)O)OC5=C3C=CC(=C5)O (5-carboxyfluorescein). Reaction SMILES: [O-:1][P:2]([O:5][P:6]([O:9][P:10]([O-:13])([O-:12])=[O:11])([O-:8])=[O:7])(=[O:4])[O-:3].C[N:15](C=O)C.C1C(C(O)=O)=CC2C(OC3(C4C=CC(O)=CC=4OC4C=C(O)C=CC3=4)C=2C=1)=O>C([O-])([O-])=O.[Na+].[Na+].C([O-])(O)=O.[Na+].CO>[NH4+:15].[OH-:1].[O-:13][P:10]([O:9][P:6]([O:5][P:2]([O-:4])([O-:3])=[O:1])([O-:8])=[O:7])(=[O:11])[O-:12] |f:3.4.5.6.7,9.10|. The product is [NH4+].[OH-] (NH4OH), [O-]P([O-])(=O)OP(=O)([O-])OP(=O)([O-])[O-] (triphosphate). Conditions: time 8 hour. Run in CO (methanol), C(=O)([O-])[O-].[Na+].[Na+].C(=O)(O)[O-].[Na+] (Na2CO3 NaHCO3). The reactants are CCC(=O)N(c1ccc(Cl)cc1)C1CC(C)N(C(=O)c2ccc(F)cc2)c2ccc(OCC(N)=O)cc21, CCOC(=O)COc1ccc2c(c1)N(C(=O)c1ccc(N(C)C)cc1)C(C)CC2N(C(C)=O)c1ccc(Cl)cc1. Yields the product CC(=O)N(c1ccc(Cl)cc1)C1CC(C)N(C(=O)c2ccc(N(C)C)cc2)c2cc(OCC(N)=O)ccc21. RXN SMILES: [C:41]([NH2:42])([CH2:43][O:44][c:45]1[cH:46][c:47]2[c:48]([cH:49][cH:50]1)[N:51]([C:52](=[O:53])[c:54]1[cH:55][cH:56][c:57]([F:58])[cH:59][cH:60]1)[CH:61]([CH3:62])[CH2:63][CH:64]2[N:65]([c:66]1[cH:67][cH:68][c:69]([Cl:70])[cH:71][cH:72]1)[C:73](=[O:74])[CH2:75][CH3:76])=[O:77].[CH2:1]([O:3][C:4](=[O:2])[CH2:5][O:6][c:7]1[cH:8][cH:9][c:10]2[c:15]([cH:16]1)[N:14]([C:17]([c:18]1[cH:19][cH:20][c:21]([N:24]([CH3:25])[CH3:26])[cH:22][cH:23]1)=[O:27])[CH:13]([CH3:28])[CH2:12][CH:11]2[N:29]([c:30]1[cH:31][cH:32][c:33]([Cl:36])[cH:34][cH:35]1)[C:37]([CH3:38])=[O:39])[CH3:40]>>[O:3]=[C:4]([CH2:5][O:6][c:7]1[cH:8][cH:9][c:10]2[c:15]([cH:16]1)[N:14]([C:17]([c:18]1[cH:19][cH:20][c:21]([N:24]([CH3:25])[CH3:26])[cH:22][cH:23]1)=[O:27])[CH:13]([CH3:28])[CH2:12][CH:11]2[N:29]([c:30]1[cH:31][cH:32][c:33]([Cl:36])[cH:34][cH:35]1)[C:37]([CH3:38])=[O:39])[NH2:42]. Starting materials: S(=O)([O-])S(=O)[O-].[Na+].[Na+] (sodium dithionite), C(C1=CC=CC=C1)OC[C@H]1CC2C(N=C(SC2)NC(C2=CC=CC=C2)=O)(CO1)C1=C(C=C(C(=C1)Br)F)F (N-[(6R)-6-[(benzyloxy)methyl]-8a-(5-bromo-2,4-difluorophenyl)-4,4a,5,6,8,8a-hexahydropyrano[3,4-d][1,3]thiazin-2-yl]benzamide), Br(=O)(=O)[O-].[Na+] (sodium bromate). Run in O (water), C(C)(=O)OCC (ethyl acetate), C(C)(=O)OCC (ethyl acetate), O (water). The product is BrC=1C(=CC(=C(C1)[C@@]12N=C(SC[C@@H]1C[C@@H](OC2)CO)NC(C2=CC=CC=C2)=O)F)F (N-[(4aR,6R,8aS)-8a-(5-bromo-2,4-difluorophenyl)-6-(hydroxymethyl)-4,4a,5,6,8,8a-hexahydropyrano[3,4-d][1,3]thiazin-2-yl]benzamide). RXN SMILES: C([O:8][CH2:9][C@@H:10]1[O:28][CH2:27][C:13]2([C:29]3[CH:34]=[C:33]([Br:35])[C:32]([F:36])=[CH:31][C:30]=3[F:37])[N:14]=[C:15]([NH:18][C:19](=[O:26])[C:20]3[CH:25]=[CH:24][CH:23]=[CH:22][CH:21]=3)[S:16][CH2:17][CH:12]2[CH2:11]1)C1C=CC=CC=1.Br([O-])(=O)=O.[Na+].S(S([O-])=O)([O-])=O.[Na+].[Na+]>C(OCC)(=O)C.O>[Br:35][C:33]1[C:32]([F:36])=[CH:31][C:30]([F:37])=[C:29]([C@:13]23[CH2:27][O:28][C@@H:10]([CH2:9][OH:8])[CH2:11][C@H:12]2[CH2:17][S:16][C:15]([NH:18][C:19](=[O:26])[C:20]2[CH:25]=[CH:24][CH:23]=[CH:22][CH:21]=2)=[N:14]3)[CH:34]=1 |f:1.2,3.4.5|. Procedure: A solution of C9 (3.22 g, 5.48 mmol) in ethyl acetate (100 mL) was treated with a solution of sodium bromate (4.14 g, 27.4 mmol) in water (66 mL). To the well stirred biphasic system was added a solution of sodium dithionite (4.77 g, 27.4 mmol) in water (134 mL) drop-wise over 30 minutes. The reaction mixture was stirred for 90 minutes and then diluted with ethyl acetate (500 mL). The organic layer was removed and the aqueous was extracted with ethyl acetate (3×100 mL). The combined organics wer... Starting materials: CN(C)C=O, CCCCCC, CC1(C)CCCC(C)(C)N1, Fc1ccc(Cl)cc1, [Li]CCCC, C1CCOC1. Yields the product O=Cc1cc(Cl)ccc1F. RXN SMILES: [CH3:24][N:25]([CH:26]=[O:27])[CH3:28].[CH3:29][CH2:30][CH2:31][CH2:32][CH2:33][CH3:34].[CH3:6][C:7]1([CH3:8])[CH2:9][CH2:10][CH2:11][C:12]([CH3:13])([CH3:14])[NH:15]1.[Cl:16][c:17]1[cH:18][cH:19][c:20]([F:23])[cH:21][cH:22]1.[Li:1][CH2:2][CH2:3][CH2:4][CH3:5].[O:35]1[CH2:36][CH2:37][CH2:38][CH2:39]1>>[Cl:16][c:17]1[cH:18][c:19]([CH:26]=[O:27])[c:20]([F:23])[cH:21][cH:22]1.